Dataset: the Open Reaction Database (ORD), a public repository of structured organic reaction records. Task: describe an organic reaction: reactants, conditions, products, and yield The reactants are C1CCOC1, CCOC(=O)c1c(-c2ccncc2)c(-c2ccc(F)cc2)n2c1CCC2, O. Product: OCc1c(-c2ccncc2)c(-c2ccc(F)cc2)n2c1CCC2. Reaction SMILES: [CH2:27]1[O:28][CH2:29][CH2:30][CH2:31]1.[F:1][c:2]1[cH:3][cH:4][c:5](-[c:8]2[c:9](-[c:21]3[cH:22][cH:23][n:24][cH:25][cH:26]3)[c:10]([C:16](=[O:17])[O:18][CH2:19][CH3:20])[c:11]3[n:15]2[CH2:14][CH2:13][CH2:12]3)[cH:6][cH:7]1.[OH2:32]>>[F:1][c:2]1[cH:3][cH:4][c:5](-[c:8]2[c:9](-[c:21]3[cH:22][cH:23][n:24][cH:25][cH:26]3)[c:10]([CH2:16][OH:17])[c:11]3[n:15]2[CH2:14][CH2:13][CH2:12]3)[cH:6][cH:7]1. Starting materials: OC1=CC=C(C=C1)C(C=C(C)C)SC(C=C(C)C)C1=CC=C(C=C1)O (4-hydroxyphenyl-3-methylbut-2-enylsulfide), C(C)(=O)OC(C)=O (acetic anhydride), N1=CC=CC=C1 (pyridine), O (water). Product: C(C)(=O)OC1=CC=C(C=C1)C(C=C(C)C)SC(C=C(C)C)C1=CC=C(C=C1)OC(C)=O (4-Acetoxyphenyl-3-methylbut-2-enylsulfide). Reaction SMILES: [OH:1][C:2]1[CH:7]=[CH:6][C:5]([CH:8]([S:13][CH:14]([C:19]2[CH:24]=[CH:23][C:22]([OH:25])=[CH:21][CH:20]=2)[CH:15]=[C:16]([CH3:18])[CH3:17])[CH:9]=[C:10]([CH3:12])[CH3:11])=[CH:4][CH:3]=1.[C:26](OC(=O)C)(=[O:28])[CH3:27].N1[CH:38]=[CH:37]C=CC=1.[OH2:39]>>[C:26]([O:1][C:2]1[CH:7]=[CH:6][C:5]([CH:8]([S:13][CH:14]([C:19]2[CH:20]=[CH:21][C:22]([O:25][C:37](=[O:39])[CH3:38])=[CH:23][CH:24]=2)[CH:15]=[C:16]([CH3:18])[CH3:17])[CH:9]=[C:10]([CH3:12])[CH3:11])=[CH:4][CH:3]=1)(=[O:28])[CH3:27]. Procedure details: A mixture of 6.87 g (35.4 mmol) of 4-hydroxyphenyl-3-methylbut-2-enylsulfide, 12.96 g (126 mmol) of acetic anhydride and 10 ml of pyridine was heated at reflux for 1.5 hours under a nitrogen atmosphere. The reaction mixture was cooled to room temperature, poured into water and extracted with 2×50 ml ether. The ether extracts were combined and washed successively with water and saturated NaCl solution and then dried (MgSO4). The solution was filtered and the solvent removed in-vacuo to give the t... Starting materials: [OH-].[K+] (KOH), ClC1=CC=2C3=C(N(C2C=C1)CC(C)(O)C1=CC(=C(C=C1)OC)F)CCN(C3)C (1-(8-Chloro-1,2,3,4-tetrahydro-2-methylpyrido[4,3-b]indol-5-yl)-2-(3-fluoro-4-methoxyphenyl)propan-2-ol), S(O)(O)(=O)=O (sulfuric acid). Reaction conditions: temperature 5 celsius. Product: ClC1=CC=2C3=C(N(C2C=C1)\C=C(/C)\C1=CC(=C(C=C1)OC)F)CCN(C3)C (8-chloro-5-((E)-2-(3-fluoro-4-methoxyphenyl)prop-1-enyl)-2,3,4,5-tetrahydro-2-methyl-1H-pyrido[4,3-b]indole), ClC1=CC=2C3=C(N(C2C=C1)CC(=C)C1=CC(=C(C=C1)OC)F)CCN(C3)C (8-chloro-5-(2-(3-fluoro-4-methoxyphenyl)allyl)-2,3,4,5-tetrahydro-2-methyl-1H-pyrido[4,3-b]indole). As a reaction SMILES: [Cl:1][C:2]1[CH:10]=[CH:9][C:8]2[N:7]([CH2:11][C:12]([C:15]3[CH:20]=[CH:19][C:18]([O:21][CH3:22])=[C:17]([F:23])[CH:16]=3)(O)[CH3:13])[C:6]3[CH2:24][CH2:25][N:26]([CH3:28])[CH2:27][C:5]=3[C:4]=2[CH:3]=1.S(=O)(=O)(O)O.[OH-].[K+]>>[Cl:1][C:2]1[CH:10]=[CH:9][C:8]2[N:7](/[CH:11]=[C:12](/[C:15]3[CH:20]=[CH:19][C:18]([O:21][CH3:22])=[C:17]([F:23])[CH:16]=3)\[CH3:13])[C:6]3[CH2:24][CH2:25][N:26]([CH3:28])[CH2:27][C:5]=3[C:4]=2[CH:3]=1.[Cl:1][C:2]1[CH:10]=[CH:9][C:8]2[N:7]([CH2:11][C:12]([C:15]3[CH:20]=[CH:19][C:18]([O:21][CH3:22])=[C:17]([F:23])[CH:16]=3)=[CH2:13])[C:6]3[CH2:24][CH2:25][N:26]([CH3:28])[CH2:27][C:5]=3[C:4]=2[CH:3]=1 |f:2.3|. Procedure: 1-(8-Chloro-1,2,3,4-tetrahydro-2-methylpyrido[4,3-b]indol-5-yl)-2-(3-fluoro-4-methoxyphenyl)propan-2-ol (1 equiv.) was refluxed with 25% sulfuric acid for 2 h. The reaction mixture was cooled to 5° C. with an ice-water bath. KOH (15% aq. solution) was added dropwise to the reaction mixture until pH 9-10 was achieved. The reaction mixture was extracted with EtOAc. The combined organic layers were washed with water followed by brine, dried over sodium sulfate and evaporated under vacuum. The crude... Reaction SMILES: [C:1](#[N:2])[c:3]1[cH:4][c:5]([N:9]=[C:10]=[O:11])[cH:6][cH:7][cH:8]1.[CH:12]1([c:18]2[cH:19][cH:20][c:21]([NH:24][CH2:25][c:26]3[cH:27][cH:28][c:29]([C:30](=[O:31])[NH:32][c:33]4[n:34][n:35][nH:36][n:37]4)[cH:38][cH:39]3)[cH:22][cH:23]2)[CH2:13][CH2:14][CH2:15][CH2:16][CH2:17]1.[Cl:40][CH:41]([Cl:42])[CH3:43]>>[C:1](#[N:2])[c:3]1[cH:4][c:5]([NH:9][C:10](=[O:11])[N:24]([c:21]2[cH:20][cH:19][c:18]([CH:12]3[CH2:13][CH2:14][CH2:15][CH2:16][CH2:17]3)[cH:23][cH:22]2)[CH2:25][c:26]2[cH:27][cH:28][c:29]([C:30](=[O:31])[NH:32][c:33]3[n:34][n:35][nH:36][n:37]3)[cH:38][cH:39]2)[cH:6][cH:7][cH:8]1. Reactants: N#Cc1cccc(N=C=O)c1, O=C(Nc1nn[nH]n1)c1ccc(CNc2ccc(C3CCCCC3)cc2)cc1, CC(Cl)Cl. Yields the product N#Cc1cccc(NC(=O)N(Cc2ccc(C(=O)Nc3nn[nH]n3)cc2)c2ccc(C3CCCCC3)cc2)c1. Reactants: ClC1=CC(=C(C=C1)/C=C/C(=O)C=1C=CC(N(C1)C)=O)C (5-[(E)-3-(4-Chloro-2-methyl-phenyl)-acryloyl]-1-methyl-1H-pyridin-2-one), COC(=O)C1=CC=C(C=C1)B(O)O (4-(methoxycarbonyl)phenyl-boronic acid), C(O)([O-])=O.[Na+] (sodium hydrogencarbonate). Reagents/catalysts: C1/C=C\CC/C=C\C1.C1/C=C\CC/C=C\C1.[Cl-].[Cl-].[Rh].[Rh] (chloro(1,5-cyclooctadiene)rhodium(I) dimer). Solvent: O1CCOCC1 (1,4-dioxane), O (water). Product: ClC1=CC(=C(C=C1)C(CC(=O)C1=CN(C(C=C1)=O)C)C1=CC=C(C(=O)OC)C=C1)C (Methyl 4-(1-(4-chloro-2-methylphenyl)-3-(1-methyl-6-oxo-1,6-dihydropyridin-3-yl)-3-oxopropyl)benzoate). Reaction SMILES: [Cl:1][C:2]1[CH:7]=[CH:6][C:5](/[CH:8]=[CH:9]/[C:10]([C:12]2[CH:13]=[CH:14][C:15](=[O:19])[N:16]([CH3:18])[CH:17]=2)=[O:11])=[C:4]([CH3:20])[CH:3]=1.[CH3:21][O:22][C:23]([C:25]1[CH:30]=[CH:29][C:28](B(O)O)=[CH:27][CH:26]=1)=[O:24].C(=O)([O-])O.[Na+]>O1CCOCC1.O.C1CC=CCCC=C1.C1CC=CCCC=C1.[Cl-].[Cl-].[Rh].[Rh]>[Cl:1][C:2]1[CH:7]=[CH:6][C:5]([CH:8]([C:28]2[CH:29]=[CH:30][C:25]([C:23]([O:22][CH3:21])=[O:24])=[CH:26][CH:27]=2)[CH2:9][C:10]([C:12]2[CH:13]=[CH:14][C:15](=[O:19])[N:16]([CH3:18])[CH:17]=2)=[O:11])=[C:4]([CH3:20])[CH:3]=1 |f:2.3,6.7.8.9.10.11|. Procedure details: In analogy to example 203, step 1, 5-[(E)-3-(4-chloro-2-methyl-phenyl)-acryloyl]-1-methyl-1H-pyridin-2-one (example 323, step 3) was reacted with 4-(methoxycarbonyl)phenyl-boronic acid in the presence of chloro(1,5-cyclooctadiene)rhodium(I) dimer and sodium hydrogencarbonate in 1,4-dioxane and water at 60° C. to give the title compound as a orange solid, MS (ESI+): m/z=424.1 [M+H]+.